Dataset: the Open Reaction Database (ORD), a public repository of structured organic reaction records. Task: describe an organic reaction: reactants, conditions, products, and yield Reactants: FC1=CC=C(C=O)C=C1 (4-Fluorobenzaldehyde), CC1(OC(CC(O1)=O)=O)C (2,2-dimethyl-1,3-dioxane-4,6-dione), C(CC(=O)C)(=O)OC (methyl acetoacetate), C(C)(=O)[O-].[NH4+] (ammonium acetate), [OH-].[Na+] (NaOH). Run in CCOC(=O)C (EtOAc), O (water), C(C)(=O)O (acetic acid). Product: FC1=CC=C(C=C1)C1C(=C(NC(C1)=O)C)C(=O)OC (Methyl 4-(4-fluorophenyl)-2-methyl-6-oxo-1,4,5,6-tetrahydro-3-pyridinecarboxylate). Yield: 19.6%. As a reaction SMILES: [F:1][C:2]1[CH:9]=[CH:8][C:5]([CH:6]=O)=[CH:4][CH:3]=1.[CH3:10][C:11]1(C)[O:16]C(=O)CC(=O)O1.[C:20]([O:26][CH3:27])(=[O:25])[CH2:21][C:22]([CH3:24])=O.C([O-])(=O)C.[NH4+:32].[OH-].[Na+]>C(O)(=O)C.CCOC(C)=O.O>[F:1][C:2]1[CH:9]=[CH:8][C:5]([CH:6]2[CH2:10][C:11](=[O:16])[NH:32][C:22]([CH3:24])=[C:21]2[C:20]([O:26][CH3:27])=[O:25])=[CH:4][CH:3]=1 |f:3.4,5.6|. Procedure details: 4-Fluorobenzaldehyde (0.997 mL, 9.30 mmol, 1.00 equiv), 2,2-dimethyl-1,3-dioxane-4,6-dione (1.34 g, 9.30 mmol, 1.00 equiv), methyl acetoacetate (1.00 mL, 9.30 mmol, 1.00 equiv), and ammonium acetate (0.752 g, 9.77 mmol, 1.05 equiv) were dissolved in acetic acid (10 mL) and heated to reflux for 3.5 hours. The reaction mixture was diluted with EtOAc and water, and neutralized with 2N NaOH. The phases were separated, and the organic phase was washed with satd. NaHCO3, then NaCl. The organic phase w... Reactants: C(C)(=O)C=1C=CC(=C(C1)C1=CC=C2C(=N1)N(C(N2C[C@@H]2C(C2)(F)F)=O)C)C (5-(5-acetyl-2-methylphenyl)-1-{[(1R)-2,2-difluorocyclopropyl]methyl}-3-methyl-1,3-dihydro-2H-imidazo[4,5-b]pyridin-2-one), [F-].[Cs+] (Cesium fluoride), C[Si](C(F)(F)F)(C)C (Trimethyl(trifluoromethyl)silane). Run at time 30 minute. Run in CO (methanol), CN(C)C=O (DMF). Product: FC1(C(C1)CN1C(N(C2=NC(=CC=C21)C2=C(C=CC(=C2)C(C(F)(F)F)(C)O)C)C)=O)F (1-[(2,2-difluorocyclopropyl)methyl]-3-methyl-5-[2-methyl-5-(1,1,1-trifluoro-2-hydroxypropan-2-yl)phenyl]-1,3-dihydro-2H-imidazo[4,5-b]pyridin-2-one). Reaction SMILES: [C:1]([C:4]1[CH:5]=[CH:6][C:7]([CH3:27])=[C:8]([C:10]2[N:15]=[C:14]3[N:16]([CH3:26])[C:17](=[O:25])[N:18]([CH2:19][C@H:20]4[CH2:22][C:21]4([F:24])[F:23])[C:13]3=[CH:12][CH:11]=2)[CH:9]=1)(=[O:3])[CH3:2].[F-].[Cs+].C[Si](C)(C)[C:32]([F:35])([F:34])[F:33]>CN(C=O)C.CO>[F:24][C:21]1([F:23])[CH2:22][CH:20]1[CH2:19][N:18]1[C:13]2[C:14](=[N:15][C:10]([C:8]3[CH:9]=[C:4]([C:1]([OH:3])([CH3:2])[C:32]([F:35])([F:34])[F:33])[CH:5]=[CH:6][C:7]=3[CH3:27])=[CH:11][CH:12]=2)[N:16]([CH3:26])[C:17]1=[O:25] |f:1.2|. Procedure: To a microwave vial, 5-(5-acetyl-2-methylphenyl)-1-{[(1R)-2,2-difluorocyclopropyl]methyl}-3-methyl-1,3-dihydro-2H-imidazo[4,5-b]pyridin-2-one (9-4) (25 mg, 0.067 mmol) and Cesium fluoride (21 mg, 0.135 mmol) were dissolved in DMF (0.35 mL). Trimethyl(trifluoromethyl)silane (54 uL, 0.34 mmol) was added dropwise and allowed to stir at room temperature for 30 minutes. The mixture was diluted with methanol and purified using reverse phase chromatography (10-100%, 0.1% TFA in H2O/Acetonitrile); the d... Reactants: C=CC=O, N#CC(C#N)Cc1ccc(C(F)(F)F)cc1, C1CCOC1. Product: N#CC(C#N)(CCC=O)Cc1ccc(C(F)(F)F)cc1. As a reaction SMILES: [CH:17](=[O:18])[CH:19]=[CH2:20].[F:1][C:2]([c:3]1[cH:4][cH:5][c:6]([CH2:7][CH:8]([C:9]#[N:10])[C:11]#[N:12])[cH:13][cH:14]1)([F:15])[F:16].[O:21]1[CH2:22][CH2:23][CH2:24][CH2:25]1>>[F:1][C:2]([c:3]1[cH:4][cH:5][c:6]([CH2:7][C:8]([C:9]#[N:10])([C:11]#[N:12])[CH2:20][CH2:19][CH:17]=[O:18])[cH:13][cH:14]1)([F:15])[F:16]. Starting materials: OC=1C(C(=CN2C1C(N1C(C2)N2C(C1)CCCC2)=O)C(=O)N)=O (11-hydroxy-10,12-dioxo-1,2,3,4,5a,6,10,12,14,14a-decahydropyrido[1,2-a]pyrido[1′,2′:3,4]imidazo[1,2-d]pyrazine-9-carboxamide), FC1=C(C=CC(=C1)F)CNC(=O)C=1C(C(=C2N(C[C@@H]3N(C2=O)C[C@H]2N3CCCC2)C1)OCC1=CC=CC=C1)=O ((5aS,14aS)-N-[(2,4-difluorophenyl)methyl]-10,12-dioxo-11-[(phenylmethyl)oxy]-1,2,3,4,5a,6,10,12,14,14a-decahydropyrido[1,2-a]pyrido[1′,2′:3,4]imidazo[1,2-d]pyrazine-9-carboxamide). Reagents/catalysts: [Pd] (Pd/C). Product: FC1=C(C=CC(=C1)F)CNC(=O)C=1C(C(=C2N(C[C@@H]3N(C2=O)C[C@H]2N3CCCC2)C1)O)=O ((5aS,14aS)-N-[(2,4-Difluorophenyl)methyl]-11-hydroxy-10,12-dioxo-1,2,3,4,5a,6,10,12,14,14a-decahydropyrido[1,2-a]pyrido[1′,2′:3,4]imidazo[1,2-d]pyrazine-9-carboxamide). Isolated yield 86.8%. As a reaction SMILES: OC1C(=O)C(C(N)=O)=CN2CC3N4CCCCC4CN3C(=O)C=12.[F:24][C:25]1[CH:30]=[C:29]([F:31])[CH:28]=[CH:27][C:26]=1[CH2:32][NH:33][C:34]([C:36]1[C:37](=[O:62])[C:38]([O:54]CC2C=CC=CC=2)=[C:39]2[C:44](=[O:45])[N:43]3[CH2:46][C@@H:47]4[CH2:52][CH2:51][CH2:50][CH2:49][N:48]4[C@@H:42]3[CH2:41][N:40]2[CH:53]=1)=[O:35]>[Pd]>[F:24][C:25]1[CH:30]=[C:29]([F:31])[CH:28]=[CH:27][C:26]=1[CH2:32][NH:33][C:34]([C:36]1[C:37](=[O:62])[C:38]([OH:54])=[C:39]2[C:44](=[O:45])[N:43]3[CH2:46][C@@H:47]4[CH2:52][CH2:51][CH2:50][CH2:49][N:48]4[C@@H:42]3[CH2:41][N:40]2[CH:53]=1)=[O:35]. Procedure details: (5aS,14aS)-N-[(2,4-Difluorophenyl)ethyl)methyl]-11-hydroxy-10,12-dioxo-1,2,3,4,5a,6,10,12,14,14a-decahydropyrido[1,2-a]pyrido[1′,2′:3,4]imidazo[1,2-d]pyrazine-9-carboxamide. In a manner similar to that described in example Z-37, from (5aS,14aS)-N-[(2,4-difluorophenyl)methyl]-10,12-dioxo-11-[(phenylmethyl)oxy]-1,2,3,4,5a,6,10,12,14,14a-decahydropyrido[1,2-a]pyrido[1′,2′:3,4]imidazo[1,2-d]pyrazine-9-carboxamide (18 mg, 0.0337 mmol) and 10 w.t.% Pd/C (catalytic amount) was prepared the title compou...